This data is from the Open Reaction Database (ORD), a public repository of structured organic reaction records. The task is: describe an organic reaction: reactants, conditions, products, and yield The reactants are C1(=CC=CC=C1)C(OC1CCNCC1)C1=CC=CC=C1 (4-(Diphenylmethoxy)piperidine), ClC=1C=CC=2N(N1)N=CN2 (6-chloro[1,2,4]triazolo[1,5-b]pyridazine), C(C)N(C(C)C)C(C)C (N-ethyldiisopropylamine). The solvent is C(CCC)O (1-butanol). Product: C1(=CC=CC=C1)C(OC1CCN(CC1)C=1C=CC=2N(N1)N=CN2)C2=CC=CC=C2 (6-[4-(Diphenylmethoxy)piperidino][1,2,4]triazolo[1,5-b]pyridazine). The yield is 54.4%. Reaction SMILES: [C:1]1([CH:7]([C:15]2[CH:20]=[CH:19][CH:18]=[CH:17][CH:16]=2)[O:8][CH:9]2[CH2:14][CH2:13][NH:12][CH2:11][CH2:10]2)[CH:6]=[CH:5][CH:4]=[CH:3][CH:2]=1.Cl[C:22]1[CH:23]=[CH:24][C:25]2[N:26]([N:28]=[CH:29][N:30]=2)[N:27]=1.C(N(C(C)C)C(C)C)C>C(O)CCC>[C:15]1([CH:7]([C:1]2[CH:2]=[CH:3][CH:4]=[CH:5][CH:6]=2)[O:8][CH:9]2[CH2:14][CH2:13][N:12]([C:22]3[CH:23]=[CH:24][C:25]4[N:26]([N:28]=[CH:29][N:30]=4)[N:27]=3)[CH2:11][CH2:10]2)[CH:16]=[CH:17][CH:18]=[CH:19][CH:20]=1. Procedure: 4-(Diphenylmethoxy)piperidine (1.12 g) and 6-chloro[1,2,4]triazolo[1,5-b]pyridazine (558 mg) were dissolved in 1-butanol (25 ml), followed by addition of N-ethyldiisopropylamine (700 mg). The mixture was refluxed under heating for 17 hours. After being cooled, the mixture was concentrated under reduced pressure. Ice-water was added to the residue, followed by extraction with ethyl acetate. The extract was washed with an aqueous sodium chloride saturated solution, dried over magnesium sulfate and...